Dataset: the Open Reaction Database (ORD), a public repository of structured organic reaction records. Task: describe an organic reaction: reactants, conditions, products, and yield The reactants are CN(C)C(=O)Cl, CC(=O)SC1CC(CO)N(C(=O)OCc2ccc([N+](=O)[O-])cc2)C1, O, c1ccncc1. The product is CC(=O)SC1CC(COC(=O)N(C)C)N(C(=O)OCc2ccc([N+](=O)[O-])cc2)C1. RXN SMILES: [CH3:25][N:26]([C:27](=[O:28])[Cl:29])[CH3:30].[N+:1](=[O:2])([O-:3])[c:4]1[cH:5][cH:6][c:7]([CH2:8][O:9][C:10](=[O:11])[N:12]2[CH:13]([CH2:21][OH:22])[CH2:14][CH:15]([S:17][C:18]([CH3:19])=[O:20])[CH2:16]2)[cH:23][cH:24]1.[OH2:37].[cH:31]1[cH:32][cH:33][n:34][cH:35][cH:36]1>>[N+:1](=[O:2])([O-:3])[c:4]1[cH:5][cH:6][c:7]([CH2:8][O:9][C:10](=[O:11])[N:12]2[CH:13]([CH2:21][O:22][C:27]([N:26]([CH3:25])[CH3:30])=[O:28])[CH2:14][CH:15]([S:17][C:18]([CH3:19])=[O:20])[CH2:16]2)[cH:23][cH:24]1.